This data is from the Open Reaction Database (ORD), a public repository of structured organic reaction records. The task is: describe an organic reaction: reactants, conditions, products, and yield Reactants: FC1=CC=C(C=C1)N1C=C(C(C2=CC(=C(C(=C12)F)F)F)=O)C(=O)O (1-(4-fluorophenyl)-6,7,8-trifluoro-1,4- dihydro-4-oxoquinoline-3-carboxylic acid), ClC1=C2CNCC2=CC=C1 (4-chloroisoindoline). Run in CN(C)C=O (DMF). The product is ClC1=C2CN(CC2=CC=C1)C1=C(C=C2C(C(=CN(C2=C1F)C1=CC=C(C=C1)F)C(=O)O)=O)F (7-(4-chloro-2-isoindolinyl)-1-(4-fluorophenyl)-6,8- difluoro-1,4-dihydro-4-oxoquinoline-3-carboxylic acid). Isolated yield 34.5%. Reaction SMILES: [F:1][C:2]1[CH:7]=[CH:6][C:5]([N:8]2[C:17]3[C:12](=[CH:13][C:14]([F:20])=[C:15](F)[C:16]=3[F:18])[C:11](=[O:21])[C:10]([C:22]([OH:24])=[O:23])=[CH:9]2)=[CH:4][CH:3]=1.[Cl:25][C:26]1[CH:34]=[CH:33][CH:32]=[C:31]2[C:27]=1[CH2:28][NH:29][CH2:30]2>CN(C=O)C>[Cl:25][C:26]1[CH:34]=[CH:33][CH:32]=[C:31]2[C:27]=1[CH2:28][N:29]([C:15]1[C:16]([F:18])=[C:17]3[C:12]([C:11](=[O:21])[C:10]([C:22]([OH:24])=[O:23])=[CH:9][N:8]3[C:5]3[CH:6]=[CH:7][C:2]([F:1])=[CH:3][CH:4]=3)=[CH:13][C:14]=1[F:20])[CH2:30]2. Procedure details: 170 mg of 1-(4-fluorophenyl)-6,7,8-trifluoro-1,4- dihydro-4-oxoquinoline-3-carboxylic acid, 260 mg of 4-chloroisoindoline, and 1.5 ml of anhydrous DMF were processed in the same manner as in Example 20 to produce 82 mg of the target compound. Starting materials: O (Water), C12(CCC(CC1)C2)C2=CC=1N(N=C2Cl)C(=NN1)C1=CC=CC=C1 (7-(Bicyclo[2.2.1]hept-1-yl)-6-chloro-3-phenyl-1,2,4-triazolo[4,3-b]pyridazine), N1=C(C=CC=C1)CO (2-pyridylcarbinol), C[Si](C)(C)[N-][Si](C)(C)C.[Li+] (lithium bis(trimethylsilyl)amide), solution. Solvent: CN(C=O)C (N,N-dimethylformamide), hexanes. Reaction conditions: time 3 hour. Product: C12(CCC(CC1)C2)C2=CC=1N(N=C2OCC2=NC=CC=C2)C(=NN1)C1=CC=CC=C1 (7-(Bicyclo[2.2.1]hept-1-yl)-3-phenyl-6-(pyridin-2-ylmethoxy)-1,2,4-triazolo[4,3-b]pyridazine). Reaction SMILES: [C:1]12([C:8]3[C:13](Cl)=[N:12][N:11]4[C:15]([C:18]5[CH:23]=[CH:22][CH:21]=[CH:20][CH:19]=5)=[N:16][N:17]=[C:10]4[CH:9]=3)[CH2:7][CH:4]([CH2:5][CH2:6]1)[CH2:3][CH2:2]2.[N:24]1[CH:29]=[CH:28][CH:27]=[CH:26][C:25]=1[CH2:30][OH:31].C[Si]([N-][Si](C)(C)C)(C)C.[Li+].O>CN(C)C=O>[C:1]12([C:8]3[C:13]([O:31][CH2:30][C:25]4[CH:26]=[CH:27][CH:28]=[CH:29][N:24]=4)=[N:12][N:11]4[C:15]([C:18]5[CH:23]=[CH:22][CH:21]=[CH:20][CH:19]=5)=[N:16][N:17]=[C:10]4[CH:9]=3)[CH2:7][CH:4]([CH2:5][CH2:6]1)[CH2:3][CH2:2]2 |f:2.3|. Procedure: To a solution of 7-(bicyclo[2.2.1]hept-1-yl)-6-chloro-3-phenyl-1,2,4-triazolo[4,3-b]pyridazine (0.08 g, 0.25 mM, Example 1, step b) and 2-pyridylcarbinol (0.06 ml, 0.5 mM) in N,N-dimethylformamide (2 ml) under nitrogen was added lithium bis(trimethylsilyl)amide as a 1 mol solution in hexanes (0.375 ml). The reaction was stirred for 3 hours. Water was added until the solution became cloudy and after stirring for a further 15 minutes a solid was collected by filtration. This solid was recrystallis... Starting materials: CO (MeOH), C1CCCCC1 (Cyclohexane). Product: CO.C1(=CC=CC=C1)C.CCCCCCC (Methanol Toluene Heptane). As a reaction SMILES: [CH3:1][OH:2].[CH2:3]1[CH2:8][CH2:7][CH2:6][CH2:5][CH2:4]1>>[CH3:1][OH:2].[C:3]1([CH3:1])[CH:8]=[CH:7][CH:6]=[CH:5][CH:4]=1.[CH3:1][CH2:3][CH2:8][CH2:7][CH2:6][CH2:5][CH3:4] |f:2.3.4|. Procedure details: The so formed crystalline MeOH solvate Ig may be used in place of compound B in the preparation of crystalline compound Ia as described in Example 6.